Dataset: the Open Reaction Database (ORD), a public repository of structured organic reaction records. Task: describe an organic reaction: reactants, conditions, products, and yield The reactants are C(C)OC(C(C)(OC1=C2C(=C(NC2=CC=C1)C)C1=CC=CC=C1)C)=O (2-methyl-2-[2-methyl-3-phenyl-1H-indole-4-yloxy]-propanoic acid ethylester), C(CC)Br (propylbromide). The product is C(C)OC(C(C)(OC1=C2C(=C(N(C2=CC=C1)CCC)C)C1=CC=CC=C1)C)=O (2-Methyl-2-[2-methyl-3-phenyl-1-propyl-1H-indole-4-yloxy]-propanoic acid ethylester). As a reaction SMILES: [CH2:1]([O:3][C:4](=[O:25])[C:5]([CH3:24])([O:7][C:8]1[CH:16]=[CH:15][CH:14]=[C:13]2[C:9]=1[C:10]([C:18]1[CH:23]=[CH:22][CH:21]=[CH:20][CH:19]=1)=[C:11]([CH3:17])[NH:12]2)[CH3:6])[CH3:2].[CH2:26](Br)[CH2:27][CH3:28]>>[CH2:1]([O:3][C:4](=[O:25])[C:5]([CH3:24])([O:7][C:8]1[CH:16]=[CH:15][CH:14]=[C:13]2[C:9]=1[C:10]([C:18]1[CH:23]=[CH:22][CH:21]=[CH:20][CH:19]=1)=[C:11]([CH3:17])[N:12]2[CH2:26][CH2:27][CH3:28])[CH3:6])[CH3:2]. Procedure: The above compound was prepared from 2-methyl-2-[2-methyl-3-phenyl-1H-indole-4-yloxy]-propanoic acid ethylester and propylbromide using a procedure analogous to that of Example 63. Starting materials: Brc1ccc2ncccc2c1, [Cu]I, [I-], [Na+], C1COCCO1. Product: Ic1ccc2ncccc2c1. RXN SMILES: [Br:3][c:4]1[cH:5][c:6]2[cH:7][cH:8][cH:9][n:10][c:11]2[cH:12][cH:13]1.[Cu:14][I:15].[I-:2].[Na+:1].[O:16]1[CH2:17][CH2:18][O:19][CH2:20][CH2:21]1>>[I:2][c:4]1[cH:5][c:6]2[cH:7][cH:8][cH:9][n:10][c:11]2[cH:12][cH:13]1.